Dataset: the Open Reaction Database (ORD), a public repository of structured organic reaction records. Task: describe an organic reaction: reactants, conditions, products, and yield Reactants: N1=C(C=CC=C1)C1=CC=C(C=O)C=C1 (4-(pyridin-2-yl)-benzaldehyde), C(#N)CC(=O)OC(C)(C)C (tert-butyl 2-cyanoacetate), N1CCCCC1 (piperidine). Solvent: CCO (EtOH). Conditions: temperature 73 celsius, time 8 hour. Product: C(#N)/C(/C(=O)OC(C)(C)C)=C/C1=CC=C(C=C1)C1=NC=CC=C1 ((Z)-Tert-butyl 2-cyano-3-(4-(pyridin-2-yl)phenyl)acrylate). Isolated yield 70.0%. As a reaction SMILES: [N:1]1[CH:6]=[CH:5][CH:4]=[CH:3][C:2]=1[C:7]1[CH:14]=[CH:13][C:10]([CH:11]=O)=[CH:9][CH:8]=1.[C:15]([CH2:17][C:18]([O:20][C:21]([CH3:24])([CH3:23])[CH3:22])=[O:19])#[N:16].N1CCCCC1>CCO>[C:15](/[C:17](=[CH:11]/[C:10]1[CH:13]=[CH:14][C:7]([C:2]2[CH:3]=[CH:4][CH:5]=[CH:6][N:1]=2)=[CH:8][CH:9]=1)/[C:18]([O:20][C:21]([CH3:24])([CH3:23])[CH3:22])=[O:19])#[N:16]. Reported procedure: To a solution of 4-(pyridin-2-yl)-benzaldehyde (300 mg, 1.638 mmol) in EtOH (5 ml) at room temperature was added tert-butyl 2-cyanoacetate (0.281 ml, 1.965 mmol) followed by piperidine (0.016 ml, 0.164 mmol). The mixture was stirred at 73° C. overnight. The reaction mixture was cooled to room temperature and concentrated under reduced pressure. To the obtained mixture was added water and then extracted with DCM. The combined organic layer was washed with brine and dried over anhydrous sodium sul... The reactants are ClC=1C=CC=2N(N1)C(=CN2)C(C)C=2C(=C1C=NN(C1=CC2F)C(C)C)F ((rac)-6-chloro-3-(1-(4,6-difluoro-1-isopropyl-1H-indazol-5-yl)ethyl)imidazo[1,2-b]pyridazine), N1C(CNCC1)=O (piperazin-2-one), ClC=1C=CC=2N(N1)C(=CN2)C(C)C=2C(=C1C=NN(C1=CC2F)C(C)C)F ((rac)-6-chloro-3-(1-(4,6-difluoro-1-isopropyl-1H-indazol-5-yl)ethyl)imidazo[1,2-b]pyridazine), [F-].[K+] (KF). The solvent is CN1CCCC1=O (NMP), CC#N (CH3CN). Run at temperature 180 celsius, time 3 hour. Product: FC1=C2C=NN(C2=CC(=C1C(C)C1=CN=C2N1N=C(C=C2)N2CC(NCC2)=O)F)C(C)C ((rac)-4-(3-(1-(4,6-difluoro-1-isopropyl-1H-indazol-5-yl)ethyl)imidazo[1,2-b]pyridazin-6-yl)piperazin-2-one). RXN SMILES: Cl[C:2]1[CH:3]=[CH:4][C:5]2[N:6]([C:8]([CH:11]([C:13]3[C:14]([F:26])=[C:15]4[C:19](=[CH:20][C:21]=3[F:22])[N:18]([CH:23]([CH3:25])[CH3:24])[N:17]=[CH:16]4)[CH3:12])=[CH:9][N:10]=2)[N:7]=1.[F-].[K+].[NH:29]1[CH2:34][CH2:33][NH:32][CH2:31][C:30]1=[O:35]>CN1C(=O)CCC1.CC#N>[F:26][C:14]1[C:13]([CH:11]([C:8]2[N:6]3[N:7]=[C:2]([N:32]4[CH2:33][CH2:34][NH:29][C:30](=[O:35])[CH2:31]4)[CH:3]=[CH:4][C:5]3=[N:10][CH:9]=2)[CH3:12])=[C:21]([F:22])[CH:20]=[C:19]2[C:15]=1[CH:16]=[N:17][N:18]2[CH:23]([CH3:25])[CH3:24] |f:1.2|. Procedure details: (rac)-6-chloro-3-(1-(4,6-difluoro-1-isopropyl-1H-indazol-5-yl)ethyl)imidazo[1,2-b]pyridazine (Intermediate U, 56.4 mg, 0.15 mmol), KF (44.5 mg, 0.75 mmol) and piperazin-2-one (46.4 mg, 0.45 mmol) were suspended in NMP (0.5 mL). The RM was stirred at 180° C. for 3 h. The mixture was diluted with CH3CN and purified by reverse phase chromatography (Büchi MPLC: 5-28% CH3CN, 0.1% HCOOH). The fractions was combined, concentrated and neutralized with NaHCO3, extracted with EtOAc. The combined organics ... Starting materials: FC1=NC=C(C=C1)I (2-fluoro-5-iodo-pyridine), C1(CC1)B(O)O (cyclopropylboronic acid), P(=O)([O-])([O-])[O-].[K+].[K+].[K+] (potassium phosphate). Reagents/catalysts: C(C)(=O)[O-].[Pd+2].C(C)(=O)[O-] (palladium acetate). The solvent is C1(=CC=CC=C1)C.O (toluene water), C(Cl)(Cl)Cl.CC(C)O (chloroform IPA). Run at temperature 100 celsius. Yields the product C1(CC1)C=1C=CC(=NC1)F (5-Cyclopropyl-2-fluoro-pyridine). Yield: 62.7%. As a reaction SMILES: [F:1][C:2]1[CH:7]=[CH:6][C:5](I)=[CH:4][N:3]=1.[CH:9]1(B(O)O)[CH2:11][CH2:10]1.P([O-])([O-])([O-])=O.[K+].[K+].[K+]>C1(C)C=CC=CC=1.O.C(Cl)(Cl)Cl.CC(O)C.C([O-])(=O)C.[Pd+2].C([O-])(=O)C>[CH:9]1([C:5]2[CH:6]=[CH:7][C:2]([F:1])=[N:3][CH:4]=2)[CH2:11][CH2:10]1 |f:2.3.4.5,6.7,8.9,10.11.12|. Procedure details: Combine 2-fluoro-5-iodo-pyridine (1.12 g, 5 mmol), cyclopropylboronic acid (645 mg, 7.5 mmol), palladium acetate (56 mg, 0.25 mmol) and potassium phosphate (3.2 g, 15 mmol) in toluene/water (20:1, 21 mL). Heat the mixture at 100° C. for 4 h. Dilute the mixture with chloroform-IPA (3:1, 100 mL). Wash the organic phase with saturated aqueous sodium chloride and water. Dry the mixture over sodium sulfate. Concentrate the solution in vacuo to a brown oil. Purify by column chromatography (20% ethyl a... Starting materials: [OH-].[K+] (potassium hydroxide), 1c, C1(=CC=CS1)CO (thenyl alcohol), C1(=CC=CS1)COCC1=CC=CS1 (dithenyl ether). The solvent is CCOCC (ether), CCOCC (ether). Run at time 1 hour. Product: C1(=CC=CS1)COCC1=CC=CO1 (Furfuryl thenyl ether). Reaction SMILES: [OH-].[K+].[C:3]1([CH2:8][OH:9])[S:7][CH:6]=[CH:5][CH:4]=1.[C:10]1([CH2:15][O:16][CH2:17][C:18]2SC=C[CH:19]=2)SC=CC=1>CCOCC>[C:3]1([CH2:8][O:9][CH2:10][C:15]2[O:16][CH:17]=[CH:18][CH:19]=2)[S:7][CH:6]=[CH:5][CH:4]=1 |f:0.1|. Procedure details: Diethyl ether. To a suspension of 1.32 g. (0.01 mole) of cloromethylthiophene [obtained by the method of F. F. BLICKE, J.A.C.S. 64, 477 (1942)] and 1.2 g. (0.02 mole) of powdered potassium hydroxide in 10 ml. of ether there is added a solution of 3.5 g. (0.03 mole) of thenyl alcohol in 10 ml. of ether. The reaction mixture is stirred for 1 hour at room temperature, then refluxed for 30 minutes and finally allowed to stand over night. After filtration the ethereal solution is concentrated and the... Starting materials: O=C([O-])[O-], CCc1nc2ccccc2[nH]1, CC(C)C1C(=O)NCCN1Cc1nc2c(N3CCOCC3)nc(Cl)nc2n1C, [Cs+], [Cs+], C1COCCO1, O=C(C=Cc1ccccc1)C=Cc1ccccc1, O=C(C=Cc1ccccc1)C=Cc1ccccc1, O=C(C=Cc1ccccc1)C=Cc1ccccc1, [Pd], [Pd]. Yields the product CCc1nc2ccccc2n1-c1nc(N2CCOCC2)c2nc(CN3CCNC(=O)C3C(C)C)n(C)c2n1. As a reaction SMILES: [C:40](=[O:41])([O-:42])[O-:43].[CH2:29]([CH3:30])[c:31]1[nH:32][c:33]2[c:34]([n:35]1)[cH:36][cH:37][cH:38][cH:39]2.[Cl:1][c:2]1[n:3][c:4]([N:23]2[CH2:24][CH2:25][O:26][CH2:27][CH2:28]2)[c:5]2[n:6][c:7]([CH2:12][N:13]3[CH:14]([CH:20]([CH3:21])[CH3:22])[C:15](=[O:19])[NH:16][CH2:17][CH2:18]3)[n:8]([CH3:11])[c:9]2[n:10]1.[Cs+:44].[Cs+:45].[O:46]1[CH2:47][CH2:48][O:49][CH2:50][CH2:51]1.[O:54]=[C:55]([CH:56]=[CH:57][c:58]1[cH:59][cH:60][cH:61][cH:62][cH:63]1)[CH:64]=[CH:65][c:66]1[cH:67][cH:68][cH:69][cH:70][cH:71]1.[O:72]=[C:73]([CH:74]=[CH:75][c:76]1[cH:77][cH:78][cH:79][cH:80][cH:81]1)[CH:82]=[CH:83][c:84]1[cH:85][cH:86][cH:87][cH:88][cH:89]1.[O:90]=[C:91]([CH:92]=[CH:93][c:94]1[cH:95][cH:96][cH:97][cH:98][cH:99]1)[CH:100]=[CH:101][c:102]1[cH:103][cH:104][cH:105][cH:106][cH:107]1.[Pd:52].[Pd:53]>>[c:2]1(-[n:32]2[c:31]([CH2:29][CH3:30])[n:35][c:34]3[c:33]2[cH:39][cH:38][cH:37][cH:36]3)[n:3][c:4]([N:23]2[CH2:24][CH2:25][O:26][CH2:27][CH2:28]2)[c:5]2[n:6][c:7]([CH2:12][N:13]3[CH:14]([CH:20]([CH3:21])[CH3:22])[C:15](=[O:19])[NH:16][CH2:17][CH2:18]3)[n:8]([CH3:11])[c:9]2[n:10]1. Reactants: C1(CCCC1)N1N=C(C(=C1N)C(=O)N)CC (1-cyclopentyl-3-ethyl-5-amino-1H-pyrazole-4-carboxamide), N1(CCOCC1)CCOC1=CC=C(C=O)C=C1 (4-[2-(4-morpholinyl)ethoxy]benzaldehyde), xylenes, C1(=CC=C(C=C1)S(=O)(=O)O)C (p-Toluenesulfonic acid). Run in CO (methanol). Conditions: temperature 160 celsius. Product: C1(CCCC1)N1NC(=C2C1=NC(=NC2=O)C2=CC=C(C=C2)OCCN2CCOCC2)CC (1-cyclopentyl-3-ethyl-6-[4-[2-(4-morpholinyl)ethoxy]phenyl]pyrazolo[3,4-d]pyrimidin-4-one). Reaction SMILES: [CH:1]1([N:6]2[C:10]([NH2:11])=[C:9]([C:12]([NH2:14])=[O:13])[C:8]([CH2:15][CH3:16])=[N:7]2)[CH2:5][CH2:4][CH2:3][CH2:2]1.[N:17]1([CH2:23][CH2:24][O:25][C:26]2[CH:33]=[CH:32][C:29]([CH:30]=O)=[CH:28][CH:27]=2)[CH2:22][CH2:21][O:20][CH2:19][CH2:18]1.C1(C)C=CC(S(O)(=O)=O)=CC=1>CO>[CH:1]1([N:6]2[C:10]3=[N:11][C:30]([C:29]4[CH:32]=[CH:33][C:26]([O:25][CH2:24][CH2:23][N:17]5[CH2:22][CH2:21][O:20][CH2:19][CH2:18]5)=[CH:27][CH:28]=4)=[N:14][C:12](=[O:13])[C:9]3=[C:8]([CH2:15][CH3:16])[NH:7]2)[CH2:2][CH2:3][CH2:4][CH2:5]1. Reported procedure: A mixture of 1-cyclopentyl-3-ethyl-5-amino-1H-pyrazole-4-carboxamide (2.19 g, 9.86 mmol), 4-[2-(4-morpholinyl)ethoxy]benzaldehyde (3.5 g) and xylenes (10 ml) was heated at 160° C. overnight. p-Toluenesulfonic acid (0.2 g) was added and the mixture was heated at 160° C. overnight. The reaction mixture was cooled to room temperature, and the precipitate which formed was slurried with methanol, collected by filtration and washed with methanol, and then ether. The product was recrystallized from ace... The reactants are C(C1=CC=CC=C1)=O (Benzaldehyde), C(C)OC(CN(C)C)=O (N,N-dimethylglycine ethyl ester), [H-].[Na+] (sodium hydride), C(C)O (ethanol). Solvent: CCOCC (ether). Yields the product CN(C(C(=O)OCC)=CC1=CC=CC=C1)C (ethyl α-dimethylaminocinnamate). Yield: 60.0%. As a reaction SMILES: [CH:1](=O)[C:2]1[CH:7]=[CH:6][CH:5]=[CH:4][CH:3]=1.[CH2:9]([O:11][C:12](=[O:17])[CH2:13][N:14]([CH3:16])[CH3:15])[CH3:10].[H-].[Na+].C(O)C>CCOCC>[CH3:15][N:14]([CH3:16])[C:13](=[CH:1][C:2]1[CH:7]=[CH:6][CH:5]=[CH:4][CH:3]=1)[C:12]([O:11][CH2:9][CH3:10])=[O:17] |f:2.3|. Procedure details: Benzaldehyde, N,N-dimethylglycine ethyl ester and sodium hydride were reacted in ether with the addition of a catalytic amount of ethanol according to the method described in Lieb. Ann. Chem. 703 (1967) 37°-43 to give ethyl α-dimethylaminocinnamate. This compound was then reacted according to the method described in Tetrahedron Letters, 46, (1978) 4573°-4574 with oxalyl chloride and hydrazine in 60% yield to give ethyl 4-phenyl-3-pyrazolecarboxylate, melting point 164°-165° after recrystallizati...